describe an organic reaction: reactants, conditions, products, and yield From a dataset of the Open Reaction Database (ORD), a public repository of structured organic reaction records. Reactants: Cc1cc(N2CCC(N3CCCC3C)C2)ccc1N, O=C(O)c1ccc2c(c1)CCO2. As a reaction SMILES: [CH3:1][c:2]1[c:3]([NH2:19])[cH:4][cH:5][c:6]([N:8]2[CH2:9][CH:10]([N:13]3[CH:14]([CH3:18])[CH2:15][CH2:16][CH2:17]3)[CH2:11][CH2:12]2)[cH:7]1.[O:20]1[CH2:21][CH2:22][c:23]2[c:24]1[cH:25][cH:26][c:27]([C:29](=[O:30])[OH:31])[cH:28]2>>[CH3:1][c:2]1[c:3]([NH:19][C:29]([c:27]2[cH:26][cH:25][c:24]3[c:23]([cH:28]2)[CH2:22][CH2:21][O:20]3)=[O:30])[cH:4][cH:5][c:6]([N:8]2[CH2:9][CH:10]([N:13]3[CH:14]([CH3:18])[CH2:15][CH2:16][CH2:17]3)[CH2:11][CH2:12]2)[cH:7]1. Yields the product Cc1cc(N2CCC(N3CCCC3C)C2)ccc1NC(=O)c1ccc2c(c1)CCO2. The reactants are ClC1=C(C(=C2CCCC(C2=C1)=O)OC)F (7-chloro-6-fluoro-5-methoxy-3,4-dihydro-2H-naphthalen-1-one), [Cl-].[Al+3].[Cl-].[Cl-] (aluminum chloride), ice water. The solvent is C=1(C(=CC=CC1)C)C (xylene). The product is ClC1=C(C(=C2CCCC(C2=C1)=O)O)F (7-chloro-6-fluoro-5-hydroxy-3,4-dihydro-2H-naphthalen-1-one). Yield: 89.2%. Reaction SMILES: [Cl:1][C:2]1[CH:11]=[C:10]2[C:5]([CH2:6][CH2:7][CH2:8][C:9]2=[O:12])=[C:4]([O:13]C)[C:3]=1[F:15].[Cl-].[Al+3].[Cl-].[Cl-]>C1(C)C(C)=CC=CC=1>[Cl:1][C:2]1[CH:11]=[C:10]2[C:5]([CH2:6][CH2:7][CH2:8][C:9]2=[O:12])=[C:4]([OH:13])[C:3]=1[F:15] |f:1.2.3.4|. Procedure: To a stirred solution of 7-chloro-6-fluoro-5-methoxy-3,4-dihydro-2H-naphthalen-1-one (1.04 g, 4.7 mmol) in xylene (35 mL) was added anhydrous aluminum chloride (1.93 g, 14.5 mmol) at room temperature. The reaction mixture was then heated at reflux for 1 hour. After being cooled to room temperature, the reaction mixture was slowly poured into ice water with continuous stirring. The resulting solution was extracted with ethyl acetate (50 mL×3). The collected organic layers were then washed with sa... Reactants: O (water), C([O-])([O-])=O.[K+].[K+] (potassium carbonate), COC=1C=C2C=3C(CCCC3NC2=CC1)=O (1,2,3,9-Tetrahydro-6-methoxy-4H-carbazol-4-one), S(=O)(=O)(OC)OC (Dimethyl sulphate). The solvent is CC(=O)C (acetone). Reaction conditions: time 30 minute. Yields the product COC=1C=C2C=3C(CCCC3N(C2=CC1)C)=O (1,2,3,9-Tetrahydro-6-methoxy-9-methyl-4H-carbazol-4-one). Isolated yield 78.2%. As a reaction SMILES: [C:1](=O)([O-])[O-].[K+].[K+].[CH3:7][O:8][C:9]1[CH:10]=[C:11]2[C:19](=[CH:20][CH:21]=1)[NH:18][C:17]1[CH2:16][CH2:15][CH2:14][C:13](=[O:22])[C:12]2=1.S(OC)(OC)(=O)=O.O>CC(C)=O>[CH3:7][O:8][C:9]1[CH:10]=[C:11]2[C:19](=[CH:20][CH:21]=1)[N:18]([CH3:1])[C:17]1[CH2:16][CH2:15][CH2:14][C:13](=[O:22])[C:12]2=1 |f:0.1.2|. Procedure: Anhydrous potassium carbonate (2.24 g) was added to a solution of the product of Stage (i) (3 g) in acetone (30 ml) at room temperature and stirred for 30 min. Dimethyl sulphate (1.6 ml) was added and the mixture was heated to reflux for 4 h. The resulting solution was poured into water (150 ml) and the resulting precipitate filtered off to give the title compound as a solid (2.5 g), m.p. 150°-151°. Product: CC(C)(C)OC(=O)CCC(CO)CC1COC(C)(C)N1C(=O)OC(C)(C)C. The reactants are [BH4-], CC1COC(=O)N1C(=O)C(CCC(=O)OC(C)(C)C)CC1COC(C)(C)N1C(=O)OC(C)(C)C, CO, [Na+]. Reaction SMILES: [BH4-:35].[C:1]([CH3:2])([CH3:3])([CH3:4])[O:5][C:6]([CH2:7][CH2:8][CH:9]([CH2:10][CH:11]1[N:12]([C:18](=[O:19])[O:20][C:21]([CH3:22])([CH3:23])[CH3:24])[C:13]([CH3:16])([CH3:17])[O:14][CH2:15]1)[C:25](=[O:26])[N:27]1[CH:28]([CH3:29])[CH2:30][O:31][C:32]1=[O:33])=[O:34].[CH3:37][OH:38].[Na+:36]>>[C:1]([CH3:2])([CH3:3])([CH3:4])[O:5][C:6]([CH2:7][CH2:8][CH:9]([CH2:10][CH:11]1[N:12]([C:18](=[O:19])[O:20][C:21]([CH3:22])([CH3:23])[CH3:24])[C:13]([CH3:16])([CH3:17])[O:14][CH2:15]1)[CH2:25][OH:26])=[O:34].